Dataset: the Open Reaction Database (ORD), a public repository of structured organic reaction records. Task: describe an organic reaction: reactants, conditions, products, and yield As a reaction SMILES: [C:1]([CH3:2])([CH3:3])([CH3:4])[O:5][C:6](=[O:7])[N:8]1[C:9]([CH3:32])([CH3:33])[O:10][CH:11]([CH2:20][CH:21]2[CH:22]([C:28](=[O:29])[O:30][CH3:31])[CH2:23][C:24](=[O:27])[CH2:25][CH2:26]2)[CH:12]1[CH2:13][c:14]1[cH:15][cH:16][cH:17][cH:18][cH:19]1.[CH3:41][CH2:42][O:43][C:44](=[O:45])[CH3:46].[Li+:34].[O:36]1[CH2:37][CH2:38][CH2:39][CH2:40]1.[OH-:35]>>[C:1]([CH3:2])([CH3:3])([CH3:4])[O:5][C:6](=[O:7])[N:8]1[C:9]([CH3:32])([CH3:33])[O:10][CH:11]([CH2:20][CH:21]2[CH:22]([C:28](=[O:29])[OH:30])[CH2:23][C:24](=[O:27])[CH2:25][CH2:26]2)[CH:12]1[CH2:13][c:14]1[cH:15][cH:16][cH:17][cH:18][cH:19]1. Starting materials: COC(=O)C1CC(=O)CCC1CC1OC(C)(C)N(C(=O)OC(C)(C)C)C1Cc1ccccc1, CCOC(C)=O, [Li+], C1CCOC1, [OH-]. Yields the product CC(C)(C)OC(=O)N1C(Cc2ccccc2)C(CC2CCC(=O)CC2C(=O)O)OC1(C)C. Reactants: C(#N)C1=C(C=CC=C1)C1=CC=C(C=C1)CC=1C(=NC(=NC1CCC)SC)O (5-[(2'-cyanobiphenyl-4-yl)methyl]-4-hydroxy-2-methylmercapto-6-propylpyrimidine), O.NN (hydrazine hydrate). The solvent is COCCO (2-methoxyethanol). Product: C(#N)C1=C(C=CC=C1)C1=CC=C(C=C1)CC=1C(=NC(=NC1CCC)NN)O (5-[(2'-cyanobiphenyl-4-yl)methyl]-2-hydrazino-4-hydroxy-6-propylpyrimidine). RXN SMILES: [C:1]([C:3]1[CH:8]=[CH:7][CH:6]=[CH:5][C:4]=1[C:9]1[CH:14]=[CH:13][C:12]([CH2:15][C:16]2[C:17]([OH:27])=[N:18][C:19](SC)=[N:20][C:21]=2[CH2:22][CH2:23][CH3:24])=[CH:11][CH:10]=1)#[N:2].O.[NH2:29][NH2:30]>COCCO>[C:1]([C:3]1[CH:8]=[CH:7][CH:6]=[CH:5][C:4]=1[C:9]1[CH:14]=[CH:13][C:12]([CH2:15][C:16]2[C:17]([OH:27])=[N:18][C:19]([NH:29][NH2:30])=[N:20][C:21]=2[CH2:22][CH2:23][CH3:24])=[CH:11][CH:10]=1)#[N:2] |f:1.2|. Procedure: 12.4 g of 5-[(2'-cyanobiphenyl-4-yl)methyl]-4-hydroxy-2-methylmercapto-6-propylpyrimidine, prepared above, are dissolved in 370 ml of 2-methoxyethanol. 33 ml of hydrazine hydrate are introduced and the mixture is then refluxed for 3 h. It is concentrated under vacuum and the concentrate is taken up in acetonitrile and triturated. The solid obtained is filtered off and washed with ether and isopropyl ether to give 9.9 g of 5-[(2'-cyanobiphenyl-4-yl)methyl]-2-hydrazino-4-hydroxy-6-propylpyrimidine... Reactants: C(C1=CC=CC=C1)OC1=C(C=CC=C1)C(O)C1=CC=C(C=C1)CC ((2-benzyloxyphenyl)(4-ethylphenyl)methanol), Cl (hydrochloric acid). Reagents/catalysts: [Pd] (palladium activated carbon). The solvent is CO (methanol). Run at time 24 hour. The product is C(C)C1=CC=C(CC2=C(C=CC=C2)O)C=C1 (2-(4-ethylbenzyl)phenol). The yield is 108.5%. As a reaction SMILES: C([O:8][C:9]1[CH:14]=[CH:13][CH:12]=[CH:11][C:10]=1[CH:15]([C:17]1[CH:22]=[CH:21][C:20]([CH2:23][CH3:24])=[CH:19][CH:18]=1)O)C1C=CC=CC=1.Cl>[Pd].CO>[CH2:23]([C:20]1[CH:21]=[CH:22][C:17]([CH2:15][C:10]2[CH:11]=[CH:12][CH:13]=[CH:14][C:9]=2[OH:8])=[CH:18][CH:19]=1)[CH3:24]. Procedure: Then a mixture of (2-benzyloxyphenyl)(4-ethylphenyl)methanol (78.5 g), 10% palladium activated carbon (5.2 g), concentrated hydrochloric acid (10.4 mL) and methanol (850 mL) was stirred under hydrogen atmosphere at room temperature for 24 hours. After filtering off the insolubles, the filtrate was evaporated under reduced pressure and then, the residue was distilled under reduced pressure to obtain the title compound (56.8 g) as a colorless oil. Reactants: COC=1C=C(C=CC1)NC1=C(C=NC2=C(C=C(C=C12)S(=O)(=O)C1=CC(=CC=C1)C(NC1=CC=C(C=C1)C1=CC=C(C=C1)CCCC=O)=O)C)C(=O)N (4-((3-methoxyphenyl)amino)-8-methyl-6-((3-((4′-(4-oxobutyl)-(1,1-biphenyl]-4-yl)carbamoyl)phenyl)sulfonyl)quinoline-3-carboxamide), OCCCCCC1=CC=C(C=C1)C1=CC(=CC=C1)S(=O)(=O)C=1C=C2C(=C(C=NC2=C(C1)C)C(=O)N)NC1=CC(=CC=C1)OC (6-((4′-(5-hydroxypentyl)-(1,1′-biphenyl]-3-yl)sulfonyl)-4-((3-methoxyphenyl)amino)-8-methylquinoline-3-carboxamide), C35H34N3O5S. Yields the product COC=1C=C(C=CC1)NC1=C(C=NC2=C(C=C(C=C12)S(=O)(=O)C=1C=C(C=CC1)C1=CC=C(C=C1)CCCCC=O)C)C(=O)N (4-((3-methoxyphenyl)amino)-8-methyl-6-((4′-(5-oxopentyl)-[1,1′-biphenyl]-3-yl)sulfonyl)quinoline-3-carboxamide). As a reaction SMILES: COC1C=C(NC2C3C(=C(C)C=C(S(C4C=CC=C(C(=O)NC5C=CC(C6C=CC(CCCC=O)=CC=6)=CC=5)C=4)(=O)=O)C=3)N=CC=2C(N)=O)C=CC=1.[OH:53][CH2:54][CH2:55][CH2:56][CH2:57][CH2:58][C:59]1[CH:64]=[CH:63][C:62]([C:65]2[CH:70]=[CH:69][CH:68]=[C:67]([S:71]([C:74]3[CH:75]=[C:76]4[C:81](=[C:82]([CH3:84])[CH:83]=3)[N:80]=[CH:79][C:78]([C:85]([NH2:87])=[O:86])=[C:77]4[NH:88][C:89]3[CH:94]=[CH:93][CH:92]=[C:91]([O:95][CH3:96])[CH:90]=3)(=[O:73])=[O:72])[CH:66]=2)=[CH:61][CH:60]=1>>[CH3:96][O:95][C:91]1[CH:90]=[C:89]([NH:88][C:77]2[C:76]3[C:81](=[C:82]([CH3:84])[CH:83]=[C:74]([S:71]([C:67]4[CH:66]=[C:65]([C:62]5[CH:63]=[CH:64][C:59]([CH2:58][CH2:57][CH2:56][CH2:55][CH:54]=[O:53])=[CH:60][CH:61]=5)[CH:70]=[CH:69][CH:68]=4)(=[O:72])=[O:73])[CH:75]=3)[N:80]=[CH:79][C:78]=2[C:85]([NH2:87])=[O:86])[CH:94]=[CH:93][CH:92]=1. Procedure details: The title compound was synthesized in a manner analogous to that described for Intermediate 124, using Intermediate 69 as a substrate. ES/MS calcd. for C35H34N3O5S+ 608.2. Found m/z=608.3 (M+H+). The reactants are Cn1cc[n+](C)c1, Cc1cnc(Cl)nc1Cl, ClCCl, O=Cc1cccc(C(F)(F)F)c1, [H-], [I-], [Na+]. Product: Cc1cnc(Cl)nc1C(=O)c1cccc(C(F)(F)F)c1. As a reaction SMILES: [CH3:23][n:24]1[cH:25][n+:26]([CH3:27])[cH:28][cH:29]1.[Cl:1][c:2]1[n:3][cH:4][c:5]([CH3:9])[c:6]([Cl:8])[n:7]1.[Cl:32][CH2:33][Cl:34].[F:10][C:11]([c:12]1[cH:13][c:14]([CH:15]=[O:16])[cH:17][cH:18][cH:19]1)([F:20])[F:21].[H-:30].[I-:22].[Na+:31]>>[Cl:1][c:2]1[n:3][cH:4][c:5]([CH3:9])[c:6]([C:15]([c:14]2[cH:13][c:12]([C:11]([F:10])([F:20])[F:21])[cH:19][cH:18][cH:17]2)=[O:16])[n:7]1. The reactants are C(C)OC(C(CC1=C(C=C(C=C1)OCC1=C(N=C(S1)C1=CC=CC=C1)C)C)OCC)=O ([rac]-2-ethoxy-3-[2-methyl-4-(4-methyl-2-phenyl-thiazol-5-ylmethoxy)-phenyl]-propionic acid ethyl ester), [Li+].[OH-] (LiOH). Yields the product C(C)OC(C(=O)O)CC1=C(C=C(C=C1)OCC1=C(N=C(S1)C1=CC=CC=C1)C)C ([rac]-2-ethoxy-3-[2-methyl-4-(4-methyl-2-phenyl-thiazol-5-ylmethoxy)-phenyl]-propionic acid). RXN SMILES: C([O:3][C:4](=[O:31])[CH:5]([O:28][CH2:29][CH3:30])[CH2:6][C:7]1[CH:12]=[CH:11][C:10]([O:13][CH2:14][C:15]2[S:19][C:18]([C:20]3[CH:25]=[CH:24][CH:23]=[CH:22][CH:21]=3)=[N:17][C:16]=2[CH3:26])=[CH:9][C:8]=1[CH3:27])C.[Li+].[OH-]>>[CH2:29]([O:28][CH:5]([CH2:6][C:7]1[CH:12]=[CH:11][C:10]([O:13][CH2:14][C:15]2[S:19][C:18]([C:20]3[CH:21]=[CH:22][CH:23]=[CH:24][CH:25]=3)=[N:17][C:16]=2[CH3:26])=[CH:9][C:8]=1[CH3:27])[C:4]([OH:31])=[O:3])[CH3:30] |f:1.2|. Reported procedure: In analogy to the procedure described in example 10 d], [rac]-2-ethoxy-3-[2-methyl-4-(4-methyl-2-phenyl-thiazol-5-ylmethoxy)-phenyl]-propionic acid ethyl ester was treated with LiOH to obtain [rac]-2-ethoxy-3-[2-methyl-4-(4-methyl-2-phenyl-thiazol-5-ylmethoxy)-phenyl]-propionic acid as colorless oil. The reactants are C(C1=CC=CC=C1)OC1=C(C=C2C(=CC=NC2=C1)Cl)C#N (7-benzyloxy-4-chloro-6-cyanoquinoline), O (water), FC=1C=C(C=CC1[N+](=O)[O-])O (3-fluoro-4-nitrophenol), C(C)(C)N(C(C)C)CC (N,N-diisopropylethylamine). Solvent: CN1C(CCC1)=O (1-methylpyrrolidone). Conditions: temperature 110 celsius, time 4 hour. The product is C(C1=CC=CC=C1)OC1=C(C=C2C(=CC=NC2=C1)OC1=CC(=C(C=C1)[N+](=O)[O-])F)C#N (7-Benzyloxy-6-cyano-4-(3-fluoro-4-nitrophenoxy)quinoline). Isolated yield 40.0%. RXN SMILES: [CH2:1]([O:8][C:9]1[CH:18]=[C:17]2[C:12]([C:13](Cl)=[CH:14][CH:15]=[N:16]2)=[CH:11][C:10]=1[C:20]#[N:21])[C:2]1[CH:7]=[CH:6][CH:5]=[CH:4][CH:3]=1.[F:22][C:23]1[CH:24]=[C:25]([OH:32])[CH:26]=[CH:27][C:28]=1[N+:29]([O-:31])=[O:30].C(N(CC)C(C)C)(C)C.O>CN1CCCC1=O>[CH2:1]([O:8][C:9]1[CH:18]=[C:17]2[C:12]([C:13]([O:32][C:25]3[CH:26]=[CH:27][C:28]([N+:29]([O-:31])=[O:30])=[C:23]([F:22])[CH:24]=3)=[CH:14][CH:15]=[N:16]2)=[CH:11][C:10]=1[C:20]#[N:21])[C:2]1[CH:7]=[CH:6][CH:5]=[CH:4][CH:3]=1. Reported procedure: The 7-benzyloxy-4-chloro-6-cyanoquinoline (8.82 g, 30.0 mmol) described in WO98/13350 was suspended in 1-methylpyrrolidone (30 ml), and then 3-fluoro-4-nitrophenol (5.18 g, 33.0 mmol) and N,N-diisopropylethylamine (3.88 g, 30.0 mmol) were added and the mixture was heated and stirred at 110° C. for 4 hours. After returning the reaction system to room temperature, water was added and a solid precipitated. The obtained solid was filtered out, washed with water, methanol and ethyl acetate and dried ... Reactants: Cc1ccc([N+](=O)[O-])cc1Br, CC(=O)[O-], CC(=O)[O-], CC(C)(C)[O-], Cc1ccccc1, CC(C)(C)OC(=O)N1CCNCC1, [Na+], [Pd+2], c1ccc(P(c2ccccc2)c2ccc3ccccc3c2-c2c(P(c3ccccc3)c3ccccc3)ccc3ccccc23)cc1. Product: Cc1ccc([N+](=O)[O-])cc1N1CCN(C(=O)OC(C)(C)C)CC1. Reaction SMILES: [Br:47][c:48]1[c:49]([CH3:57])[cH:50][cH:51][c:52]([N+:54](=[O:55])[O-:56])[cH:53]1.[C:84]([O-:85])(=[O:86])[CH3:87].[C:89]([O-:90])(=[O:91])[CH3:92].[CH3:71][C:72]([CH3:73])([O-:74])[CH3:75].[CH3:77][c:78]1[cH:79][cH:80][cH:81][cH:82][cH:83]1.[N:58]1([C:64](=[O:65])[O:66][C:67]([CH3:68])([CH3:69])[CH3:70])[CH2:59][CH2:60][NH:61][CH2:62][CH2:63]1.[Na+:76].[Pd+2:88].[cH:1]1[cH:2][cH:3][c:4]([P:5]([c:6]2[cH:7][cH:8][c:9]3[c:10]([cH:11][cH:12][cH:13][cH:14]3)[c:15]2-[c:16]2[c:17]3[c:18]([cH:19][cH:20][cH:21][cH:22]3)[cH:23][cH:24][c:25]2[P:26]([c:27]2[cH:28][cH:29][cH:30][cH:31][cH:32]2)[c:33]2[cH:34][cH:35][cH:36][cH:37][cH:38]2)[c:39]2[cH:40][cH:41][cH:42][cH:43][cH:44]2)[cH:45][cH:46]1>>[c:48]1([N:61]2[CH2:60][CH2:59][N:58]([C:64](=[O:65])[O:66][C:67]([CH3:68])([CH3:69])[CH3:70])[CH2:63][CH2:62]2)[c:49]([CH3:57])[cH:50][cH:51][c:52]([N+:54](=[O:55])[O-:56])[cH:53]1.